Dataset: the Open Reaction Database (ORD), a public repository of structured organic reaction records. Task: describe an organic reaction: reactants, conditions, products, and yield Yields the product O=[N+]([O-])c1cccc(Br)c1OC(F)F. The reactants are O=[N+]([O-])c1cccc(Br)c1O, CN1CCN(C)C1=O, FC(F)Cl, [Na+], [OH-], O. Reaction SMILES: [Br:1][c:2]1[c:3]([OH:11])[c:4]([N+:8](=[O:9])[O-:10])[cH:5][cH:6][cH:7]1.[CH3:14][N:15]1[CH2:16][CH2:17][N:18]([CH3:19])[C:20]1=[O:21].[Cl:22][CH:23]([F:24])[F:25].[Na+:13].[OH-:12].[OH2:26]>>[Br:1][c:2]1[c:3]([O:11][CH:23]([F:24])[F:25])[c:4]([N+:8](=[O:9])[O-:10])[cH:5][cH:6][cH:7]1. The reactants are Oc1ccc(C2Cc3c(CBr)cc(O)cc3C3CCCC23)cc1, ClCCl, C[N+](C)(C)[O-], CS(C)=O, CCOC(C)=O, O. Product: O=Cc1cc(O)cc2c1CC(c1ccc(O)cc1)C1CCCC21. As a reaction SMILES: [Br:1][CH2:2][c:3]1[c:4]2[c:9]([cH:10][c:11]([OH:13])[cH:12]1)[CH:8]1[CH:7]([CH:6]([c:17]3[cH:18][cH:19][c:20]([OH:23])[cH:21][cH:22]3)[CH2:5]2)[CH2:16][CH2:15][CH2:14]1.[CH2:33]([Cl:34])[Cl:35].[CH3:24][N+:25]([CH3:26])([CH3:27])[O-:28].[CH3:29][S:30]([CH3:31])=[O:32].[CH3:36][CH2:37][O:38][C:39](=[O:40])[CH3:41].[OH2:42]>>[CH:2]([c:3]1[c:4]2[c:9]([cH:10][c:11]([OH:13])[cH:12]1)[CH:8]1[CH:7]([CH:6]([c:17]3[cH:18][cH:19][c:20]([OH:23])[cH:21][cH:22]3)[CH2:5]2)[CH2:16][CH2:15][CH2:14]1)=[O:28]. Starting materials: Cc1nc2ccc(C(=O)CCC3CCN(Cc4ccccc4)CC3)cc2s1, CC(Cl)OC(=O)Cl, ClCCCl, O. The product is Cc1nc2ccc(C(=O)CCC3CCN(C(=O)C(C)Cl)CC3)cc2s1. RXN SMILES: [CH3:1][c:2]1[s:3][c:4]2[c:5]([n:6]1)[cH:7][cH:8][c:9]([C:11]([CH2:12][CH2:13][CH:14]1[CH2:15][CH2:16][N:17]([CH2:20][c:21]3[cH:22][cH:23][cH:24][cH:25][cH:26]3)[CH2:18][CH2:19]1)=[O:27])[cH:10]2.[Cl:28][C:29]([O:30][CH:32]([CH3:33])[Cl:34])=[O:31].[Cl:36][CH2:37][CH2:38][Cl:39].[OH2:35]>>[CH3:1][c:2]1[s:3][c:4]2[c:5]([n:6]1)[cH:7][cH:8][c:9]([C:11]([CH2:12][CH2:13][CH:14]1[CH2:15][CH2:16][N:17]([C:20]([CH:32]([CH3:33])[Cl:34])=[O:35])[CH2:18][CH2:19]1)=[O:27])[cH:10]2. The reactants are C1(=CC=CC=C1)C(C(=O)O)CCC(CCC)=O (2-phenyl-5-oxooctanoic acid), [BH4-].[Na+] (NaBH4), [OH-].[Na+] (NaOH). Run in CO (methanol). Run at time 5 hour. Product: C1(=CC=CC=C1)C(C(=O)O)CCC(CCC)O (2-Phenyl-5-hydroxyoctanoic acid). Reaction SMILES: [C:1]1([CH:7]([CH2:11][CH2:12][C:13](=[O:17])[CH2:14][CH2:15][CH3:16])[C:8]([OH:10])=[O:9])[CH:6]=[CH:5][CH:4]=[CH:3][CH:2]=1.[BH4-].[Na+].[OH-].[Na+]>CO>[C:1]1([CH:7]([CH2:11][CH2:12][CH:13]([OH:17])[CH2:14][CH2:15][CH3:16])[C:8]([OH:10])=[O:9])[CH:6]=[CH:5][CH:4]=[CH:3][CH:2]=1 |f:1.2,3.4|. Reported procedure: A mixture of 2.34 g of 2-phenyl-5-oxooctanoic acid, 0.3 g of NaBH4, 0.5 g of NaOH and 25 ml of methanol is boiled for 5 hours and worked up as usual. 2-Phenyl-5-hydroxyoctanoic acid is formed as an intermediate but is not isolated. 2-Oxo-3-phenyl-6-propyltetrahydropyran is obtained.